Dataset: the Open Reaction Database (ORD), a public repository of structured organic reaction records. Task: describe an organic reaction: reactants, conditions, products, and yield Starting materials: N1=C(C=CC=C1C)C (2,6-Lutidine), C(C)(=O)Cl (acetyl chloride), Cl.OC1=CC=C2C(C(=C(OC2=C1C)[C@@H]1NCCC1)C)=O (7-hydroxy-3,8-dimethyl-2-[(2R)-pyrrolidin-2-yl]-4H-chromen-4-one hydrochloride), N1=C(C=CC=C1C)C (2,6-lutidine), ICC (iodoethane). Run in CN(C=O)C (dimethylformamide). Conditions: time 6.5 hour. Yields the product C(C)(=O)OC1=CC=C2C(C(=C(OC2=C1C)[C@@H]1N(CCC1)CC)C)=O (2-[(2R)-1-Ethylpyrrolidin-2-yl]-3,8-dimethyl-4-oxo-4H-chromen-7-yl acetate). The yield is 58.7%. RXN SMILES: Cl.[OH:2][C:3]1[C:12]([CH3:13])=[C:11]2[C:6]([C:7](=[O:20])[C:8]([CH3:19])=[C:9]([C@H:14]3[CH2:18][CH2:17][CH2:16][NH:15]3)[O:10]2)=[CH:5][CH:4]=1.N1C(C)=CC=C[C:22]=1[CH3:28].ICC.[C:32](Cl)(=[O:34])[CH3:33]>CN(C)C=O>[C:32]([O:2][C:3]1[C:12]([CH3:13])=[C:11]2[C:6]([C:7](=[O:20])[C:8]([CH3:19])=[C:9]([C@H:14]3[CH2:18][CH2:17][CH2:16][N:15]3[CH2:22][CH3:28])[O:10]2)=[CH:5][CH:4]=1)(=[O:34])[CH3:33] |f:0.1|. Procedure: To a solution (suspension) of 7-hydroxy-3,8-dimethyl-2-[(2R)-pyrrolidin-2-yl]-4H-chromen-4-one hydrochloride (78 mg, 0.30 mmol) obtained in Example 2-3 and 2,6-lutidine (52 μL, 0.45 mmol) in dimethylformamide (1.5 mL), iodoethane (31 μL, 0.39 mmol) was added dropwise under cooling with ice, and then the mixture was brought back to room temperature and stirred for 6.5 hours. 2,6-Lutidine (105 μL, 0.90 mmol) was added to the reaction solution, and the mixture was cooled with ice again. Then, acety... Reactants: C(C)OC(CC1COCC1)=O ((tetrahydro-furan-3-yl)-acetic acid ethyl ester), CI (methyl iodide), C(C)(C)NC(C)C (N,N-diisopropylamine), C(CCC)[Li] (n-butyllithium). Product: C(C)OC(C(C)C1COCC1)=O (2-(Tetrahydro-furan-3-yl)-propionic acid ethyl ester). Conditions: temperature -10 celsius, time 2.5 hour. Procedure: A stirred solution of N,N-diisopropylamine (2.38 mL, 17.0 mmol) in anhydrous tetrahydrofuran (40 mL) was cooled to −20° C. before adding n-butyllithium (6.3 mL, 15.8 mmol, 2.5 M in hexanes). The reaction was allowed to warm to −10° C. for 10 minutes then cooled to −78° C. A solution of (tetrahydro-furan-3-yl)-acetic acid ethyl ester (1.23 g, 7.77 mmol) in tetrahydrofuran (10 mL) was added dropwise. The reaction was stirred for 2.5 h at −78° C. and then methyl iodide (3.92 mL, 63.2 mmol) was adde... As a reaction SMILES: [CH:1](NC(C)C)(C)C.C([Li])CCC.[CH2:13]([O:15][C:16](=[O:23])[CH2:17][CH:18]1[CH2:22][CH2:21][O:20][CH2:19]1)[CH3:14].CI>O1CCCC1>[CH2:13]([O:15][C:16](=[O:23])[CH:17]([CH:18]1[CH2:22][CH2:21][O:20][CH2:19]1)[CH3:1])[CH3:14]. Run in O1CCCC1 (tetrahydrofuran), O1CCCC1 (tetrahydrofuran). Isolated yield 65.0%. Reactants: Cc1ccsc1, ClC(Cl)Cl, O=S(=O)(O)Cl, [NH4+], [OH-]. Yields the product Cc1ccsc1S(N)(=O)=O. As a reaction SMILES: [CH3:1][c:2]1[cH:3][s:4][cH:5][cH:6]1.[CH:14]([Cl:15])([Cl:16])[Cl:17].[Cl:7][S:8](=[O:9])(=[O:10])[OH:11].[NH4+:12].[OH-:13]>>[CH3:1][c:2]1[c:3]([S:8](=[O:9])(=[O:11])[NH2:12])[s:4][cH:5][cH:6]1. The reactants are O=C1CCC(=O)N1Cl, ClCCl, CCC(C)n1c(Nc2cc(C(F)(F)F)ccc2C(F)(F)F)nc(C(F)(F)F)cc1=O. The product is CCC(C)n1c(Nc2cc(C(F)(F)F)ccc2C(F)(F)F)nc(C(F)(F)F)c(Cl)c1=O. Reaction SMILES: [Cl:31][N:32]1[C:33](=[O:34])[CH2:35][CH2:36][C:37]1=[O:38].[Cl:39][CH2:40][Cl:41].[F:1][C:2]([c:3]1[c:4]([NH:13][c:14]2[n:15][c:16]([C:25]([F:26])([F:27])[F:28])[cH:17][c:18](=[O:24])[n:19]2[CH:20]([CH3:21])[CH2:22][CH3:23])[cH:5][c:6]([C:9]([F:10])([F:11])[F:12])[cH:7][cH:8]1)([F:29])[F:30]>>[F:1][C:2]([c:3]1[c:4]([NH:13][c:14]2[n:15][c:16]([C:25]([F:26])([F:27])[F:28])[c:17]([Cl:31])[c:18](=[O:24])[n:19]2[CH:20]([CH3:21])[CH2:22][CH3:23])[cH:5][c:6]([C:9]([F:10])([F:11])[F:12])[cH:7][cH:8]1)([F:29])[F:30].